The task is: describe an organic reaction: reactants, conditions, products, and yield. This data is from the Open Reaction Database (ORD), a public repository of structured organic reaction records. The reactants are O=C(O)c1cc(Br)cc([N+](=O)[O-])c1, O=C([O-])[O-], ClCCl, [Cu], [K+], [K+], O=C1CCCN1. The product is O=C(O)c1cc(N2CCCC2=O)cc([N+](=O)[O-])c1. Reaction SMILES: [Br:1][c:2]1[cH:3][c:4]([C:5](=[O:6])[OH:7])[cH:8][c:9]([N+:11](=[O:12])[O-:13])[cH:10]1.[C:23](=[O:24])([O-:25])[O-:26].[Cl:20][CH2:21][Cl:22].[Cu:29].[K+:27].[K+:28].[NH:14]1[C:15](=[O:19])[CH2:16][CH2:17][CH2:18]1>>[c:2]1([N:14]2[C:15](=[O:19])[CH2:16][CH2:17][CH2:18]2)[cH:3][c:4]([C:5](=[O:6])[OH:7])[cH:8][c:9]([N+:11](=[O:12])[O-:13])[cH:10]1. Reaction SMILES: C([Li])CCC.C(NC(C)C)(C)C.[CH2:13]([N:20]1[CH2:25][CH2:24][C:23]([C:31]2[CH:36]=[CH:35][CH:34]=[CH:33][C:32]=2[C:37]#[CH:38])([C:26]([O:28][CH2:29][CH3:30])=[O:27])[CH2:22][CH2:21]1)[C:14]1[CH:19]=[CH:18][CH:17]=[CH:16][CH:15]=1.Cl[C:40]([O:42][CH2:43][CH3:44])=[O:41]>C1COCC1.C(Cl)Cl.CO>[CH2:13]([N:20]1[CH2:21][CH2:22][C:23]([C:31]2[CH:36]=[CH:35][CH:34]=[CH:33][C:32]=2[C:37]#[C:38][C:40]([O:42][CH2:43][CH3:44])=[O:41])([C:26]([O:28][CH2:29][CH3:30])=[O:27])[CH2:24][CH2:25]1)[C:14]1[CH:15]=[CH:16][CH:17]=[CH:18][CH:19]=1. Run in C1CCOC1 (THF), CO (MeOH), C1CCOC1 (THF), C1CCOC1 (THF), C(Cl)Cl (DCM). Reported procedure: n-Butyllithium (0.76 mL, 1.9 mmol) was added to a stirred solution of diisopropylamine (0.28 mL, 2.0 mmol) in THF (20 mL, 244 mmol) at −78° C. The reaction mixture was then allowed to warm to ambient temperature for 5 minutes before it was cooled down to −78° C. Ethyl 1-benzyl-4-(2-ethynylphenyl)piperidine-4-carboxylate (0.22 g, 0.63 mmol) was then added dropwise as a solution in THF (20 mL, 244 mmol). After 15 minutes, ethyl chloroformate (0.19 mL, 2.0 mmol) in 5 mL of THF was added to the reac... The product is C(C1=CC=CC=C1)N1CCC(CC1)(C(=O)OCC)C1=C(C=CC=C1)C#CC(=O)OCC (Ethyl 1-benzyl-4-(2-(3-ethoxy-3-oxoprop-1-ynyl)phenyl)piperidine-4-carboxylate). Yield: 56.8%. The reactants are C(C1=CC=CC=C1)N1CCC(CC1)(C(=O)OCC)C1=C(C=CC=C1)C#C (Ethyl 1-benzyl-4-(2-ethynylphenyl)piperidine-4-carboxylate), C(CCC)[Li] (n-Butyllithium), C(C)(C)NC(C)C (diisopropylamine), ClC(=O)OCC (ethyl chloroformate). Reaction conditions: time 15 minute. The reactants are ClC(=O)OCC1=CC=CC=C1 (benzyl chloroformate), C(C)(=O)OCCCCCC1CNCCC1 (5-(3-piperidinyl)-1-pentanol acetate), [OH-].[K+] (potassium hydroxide). The solvent is C1CCOC1 (THF), C1CCOC1 (THF), O (water). Yields the product OCCCCCC1CN(CCC1)C(=O)OCC1=CC=CC=C1 (Phenylmethyl 3-(5-hydroxypentyl)-1-piperidinecarboxylate). Yield: 66.7%. RXN SMILES: C([O:4][CH2:5][CH2:6][CH2:7][CH2:8][CH2:9][CH:10]1[CH2:15][CH2:14][CH2:13][NH:12][CH2:11]1)(=O)C.[OH-].[K+].Cl[C:19]([O:21][CH2:22][C:23]1[CH:28]=[CH:27][CH:26]=[CH:25][CH:24]=1)=[O:20]>C1COCC1.O>[OH:4][CH2:5][CH2:6][CH2:7][CH2:8][CH2:9][CH:10]1[CH2:15][CH2:14][CH2:13][N:12]([C:19]([O:21][CH2:22][C:23]2[CH:28]=[CH:27][CH:26]=[CH:25][CH:24]=2)=[O:20])[CH2:11]1 |f:1.2|. Procedure details: To a solution of 5-(3-piperidinyl)-1-pentanol acetate (7.37 g, 31.9 mmol) in THF (50 ml) was added a solution of potassium hydroxide (5.36 g, 96 mmol) in water (30 ml) and the mixture was stirred in an ice-water bath. To this was added a solution of benzyl chloroformate (5.00 ml, 35.0 mmol) in THF (25 mL) dropwise over a period of 40 mins. After stirring in the cold bath for 30 mins., the mixture was allowed to warm to rt and stirred for 5 hours. The organic solvent was removed by evaporation in... Reactants: O=C(Br)CBr, C1CCOC1, CCN(C(C)C)C(C)C, Nc1sc2c(c1C(=O)NCCO)CCCC2. Product: O=C(CBr)Nc1sc2c(c1C(=O)NCCO)CCCC2. As a reaction SMILES: [Br:26][CH2:27][C:28](=[O:29])[Br:30].[CH2:31]1[O:32][CH2:33][CH2:34][CH2:35]1.[CH:17]([N:18]([CH2:19][CH3:20])[CH:21]([CH3:22])[CH3:23])([CH3:24])[CH3:25].[NH2:1][c:2]1[c:3]([C:11](=[O:12])[NH:13][CH2:14][CH2:15][OH:16])[c:4]2[c:5]([s:6]1)[CH2:7][CH2:8][CH2:9][CH2:10]2>>[NH:1]([c:2]1[c:3]([C:11](=[O:12])[NH:13][CH2:14][CH2:15][OH:16])[c:4]2[c:5]([s:6]1)[CH2:7][CH2:8][CH2:9][CH2:10]2)[C:28]([CH2:27][Br:26])=[O:29]. Starting materials: O=C1CCC(=O)N1Br, COC(=O)c1cnc(N2CCCCC2)cn1, ClC(Cl)Cl. The product is COC(=O)c1cnc(N2CCCCC2)c(Br)n1. As a reaction SMILES: [Br:17][N:18]1[C:19](=[O:20])[CH2:21][CH2:22][C:23]1=[O:24].[CH3:1][O:2][C:3](=[O:4])[c:5]1[n:6][cH:7][c:8]([N:11]2[CH2:12][CH2:13][CH2:14][CH2:15][CH2:16]2)[n:9][cH:10]1.[Cl:25][CH:26]([Cl:27])[Cl:28]>>[CH3:1][O:2][C:3](=[O:4])[c:5]1[n:6][c:7]([Br:17])[c:8]([N:11]2[CH2:12][CH2:13][CH2:14][CH2:15][CH2:16]2)[n:9][cH:10]1. The reactants are Cl, CC(NC(=O)OC(C)(C)C)c1ccc(C(F)(F)F)[n+]([O-])c1, C1COCCO1. Yields the product Cl, CC(N)c1ccc(C(F)(F)F)[n+]([O-])c1. As a reaction SMILES: [ClH:22].[O-:1][n+:2]1[cH:3][c:4]([CH:12]([CH3:13])[NH:14][C:15](=[O:16])[O:17][C:18]([CH3:19])([CH3:20])[CH3:21])[cH:5][cH:6][c:7]1[C:8]([F:9])([F:10])[F:11].[O:23]1[CH2:24][CH2:25][O:26][CH2:27][CH2:28]1>>[ClH:22].[O-:1][n+:2]1[cH:3][c:4]([CH:12]([CH3:13])[NH2:14])[cH:5][cH:6][c:7]1[C:8]([F:9])([F:10])[F:11].